Dataset: the Open Reaction Database (ORD), a public repository of structured organic reaction records. Task: describe an organic reaction: reactants, conditions, products, and yield Starting materials: ClC1=C(CN2C(CNCC2)C(=O)OCC)C=CC=C1 (1-(2-chlorobenzyl)-2-ethoxycarbonylpiperazine), CO (methanol), C=O (formaldehyde). Solvent: C(=O)O (formic acid). Product: ClC1=C(CN2C(CN(CC2)C)C(=O)OCC)C=CC=C1 (1-(2-chlorobenzyl)-4-methyl-2-ethoxycarbonylpiperazine). Yield: 86.5%. As a reaction SMILES: [Cl:1][C:2]1[CH:19]=[CH:18][CH:17]=[CH:16][C:3]=1[CH2:4][N:5]1[CH2:10][CH2:9][NH:8][CH2:7][CH:6]1[C:11]([O:13][CH2:14][CH3:15])=[O:12].[CH3:20]O.C=O>C(O)=O>[Cl:1][C:2]1[CH:19]=[CH:18][CH:17]=[CH:16][C:3]=1[CH2:4][N:5]1[CH2:10][CH2:9][N:8]([CH3:20])[CH2:7][CH:6]1[C:11]([O:13][CH2:14][CH3:15])=[O:12]. Procedure: A mixture of 28 g (0.1 mol) of the compound obtained in Step b, 120 ml of methanol, 12 ml of 37% formaldehyde and 12 ml of formic acid is heated under reflux for 20 hours. The solvent is evaporated off in vacuo and the resulting residue is taken up in ether and a saturated sodium hydrogen carbonate solution. The organic phase is washed, neutralised and then extracted with ether. After drying over magnesium sulfate and evaporation of the solvent, the residue is dissolved in 200 ml of absolute eth... Reactants: NC1=C2N=C(N(C2=NC=N1)CCC1CN(CCC1)C(=O)OC(C)(C)C)SC1=CC2=C(OCO2)C=C1Br (tert-Butyl 3-(2-{6-amino-8-[(6-bromo-1,3-benzodioxol-5-yl)thio]-9H-purin-9-yl}ethyl)piperidine-1-carboxylate), Cl (HCl). Run in C(C)(=O)OCC (ethyl acetate). Reaction conditions: time 8.5 hour. Product: BrC=1C(=CC2=C(OCO2)C1)SC=1N(C2=NC=NC(=C2N1)N)CCC1CNCCC1 (8-[(6-Bromo-1,3-benzodioxol-5-yl)thio]-9-(2-piperidin-3-ylethyl)-9H-purin-6-amine), hydrochloride salt. RXN SMILES: [NH2:1][C:2]1[N:10]=[CH:9][N:8]=[C:7]2[C:3]=1[N:4]=[C:5]([S:26][C:27]1[C:35]([Br:36])=[CH:34][C:30]3[O:31][CH2:32][O:33][C:29]=3[CH:28]=1)[N:6]2[CH2:11][CH2:12][CH:13]1[CH2:18][CH2:17][CH2:16][N:15](C(OC(C)(C)C)=O)[CH2:14]1.Cl>C(OCC)(=O)C>[Br:36][C:35]1[C:27]([S:26][C:5]2[N:6]([CH2:11][CH2:12][CH:13]3[CH2:18][CH2:17][CH2:16][NH:15][CH2:14]3)[C:7]3[C:3]([N:4]=2)=[C:2]([NH2:1])[N:10]=[CH:9][N:8]=3)=[CH:28][C:29]2[O:33][CH2:32][O:31][C:30]=2[CH:34]=1. Procedure details: To a suspension of tert-Butyl 3-(2-{6-amino-8-[(6-bromo-1,3-benzodioxol-5-yl)thio]-9H-purin-9-yl}ethyl)piperidine-1-carboxylate (0.03 g) in ethyl acetate (10 mL) was added 6N HCl (5 mL) at room temperature and stirring was continued at rt for 1-16 h. The solvent and the excess hydrochloric acid was evaporated to dryness. The oily residue was co-evaporated with toluene (3×5 mL) to afford title product as hydrochloride salt. 1H NMR (CD3OD) δ 8.38 (s, 1H), 7.29 (s, 1H), 7.26 (s, 1H), 6.10 (s, 2H), ... Starting materials: Nα-(4-methylbenzenesulfonyl)-L-phenylalanine acid chloride, C1CCOC1 (THF), C1(=CC=CC=C1)S(=O)(=O)N([C@@H](CCCCN)C(=O)O)CC(C)C (Nα-benzenesulfonyl-Nα-isobutyl-L-lysine), O (water), CCOC(=O)C (EtOAc), [OH-].[Na+] (NaOH), C1CCOC1 (THF). Run at time 4 hour. The product is CC1=CC=C(C=C1)S(=O)(=O)N[C@@H](CC2=CC=CC=C2)C(=O)NCCCC[C@@H](C(=O)O)N(CC(C)C)S(=O)(=O)C3=CC=CC=C3 (Nα-benzenesulfonyl-Nα-isobutyl-Nε-[N′α-(4-methylbenzenesulfonyl)-L-phenylalanyl]-L-lysine). Yield: 6.0%. As a reaction SMILES: [C:1]1([S:7]([N:10]([CH2:20][CH:21]([CH3:23])[CH3:22])[C@H:11]([C:17]([OH:19])=[O:18])[CH2:12][CH2:13][CH2:14][CH2:15][NH2:16])(=[O:9])=[O:8])[CH:6]=[CH:5][CH:4]=[CH:3][CH:2]=1.[OH-:24].[Na+].[OH2:26].CCO[C:30]([CH3:32])=[O:31].[CH2:33]1[CH2:37]O[CH2:35][CH2:34]1>>[CH3:35][C:34]1[CH:3]=[CH:2][C:1]([S:7]([NH:10][C@H:32]([C:30]([NH:16][CH2:15][CH2:14][CH2:13][CH2:12][C@H:11]([N:10]([S:7]([C:1]2[CH:2]=[CH:3][CH:4]=[CH:5][CH:6]=2)(=[O:9])=[O:8])[CH2:20][CH:21]([CH3:23])[CH3:22])[C:17]([OH:19])=[O:18])=[O:31])[CH2:37][C:33]2[CH:6]=[CH:5][CH:4]=[CH:35][CH:34]=2)(=[O:26])=[O:24])=[CH:37][CH:33]=1 |f:1.2|. Procedure: A suspension of Nα-benzenesulfonyl-Nα-isobutyl-L-lysine (150 mg, 0.5 mmol), in THF (10 mL) was treated with a 1N NaOH (3.0 mL) to pH 10. A solution of commercially available Nα-(4-methylbenzenesulfonyl)-L-phenylalanine acid chloride (187 mg, 0.5 mmol), in dry THF (10 mL) was added to the suspension and stirred for 4 h. Afterwards, water (2 mL) was added resulting in a clear solution. Then, EtOAc (30 mL) was added and the organic phase was washed with 1N HCl. The organic phase was removed. Evapor... The reactants are O1C(=CC=C1)CO (2-furanylmethanol), BrCC#C (3-bromo-1-propyne), O (Water), [H-].[Na+] (sodium hydride). Solvent: CN(C)C=O (DMF), C1(=CC=CC=C1)C (toluene), CN(C)C=O (DMF). Conditions: temperature 0 celsius. Product: C(C#C)OCC=1OC=CC1 (2-[(2-propyn-1-yloxy)methyl]furan). Isolated yield 33.5%. RXN SMILES: [H-].[Na+].[O:3]1[CH:7]=[CH:6][CH:5]=[C:4]1[CH2:8][OH:9].Br[CH2:11][C:12]#[CH:13].O>CN(C=O)C.C1(C)C=CC=CC=1>[CH2:13]([O:9][CH2:8][C:4]1[O:3][CH:7]=[CH:6][CH:5]=1)[C:12]#[CH:11] |f:0.1|. Procedure details: To a suspension of sodium hydride (1.570 g, 39.2 mmol) in DMF (46 ml) stirred under argon at 0° C. was dropped a solution of 2-furanylmethanol (3.5 g, 35.7 mmol) in DMF (4 ml) in 20 minutes. The reaction mixture was stirred at 0° C. for 15 minutes. 3-bromo-1-propyne (4.24 g, 35.7 mmol) 80% in toluene was dropped in 10 minutes at 0° C., then the mixture was left stirring at room temperature overnight. Water was added and then the mixture was extracted with ethyl ether 3 times. The organic phase w... Reactants: C1(=CC=C(C=C1)N)N (1,4-benzenediamine), methyl 2-hydroxy benzoate, C([O-])([O-])=O.[K+].[K+] (potassium carbonate), ClC1=CC=C(C=C1)S(=O)(=O)C(F)(F)F (1-chloro-4-(trifluoromethylsulfonyl)benzene). The solvent is O (water). Conditions: temperature 190 celsius, time 1 hour. Product: FC(S(=O)(=O)C1=CC=C(C=C1)NC1=CC=C(C=C1)N)(F)F (N-[4-(trifluoromethylsulfonyl)phenyl]-1,4-benzenediamine). The yield is 0.0%. As a reaction SMILES: [C:1]1([NH2:8])[CH:6]=[CH:5][C:4]([NH2:7])=[CH:3][CH:2]=1.C(=O)([O-])[O-].[K+].[K+].Cl[C:16]1[CH:21]=[CH:20][C:19]([S:22]([C:25]([F:28])([F:27])[F:26])(=[O:24])=[O:23])=[CH:18][CH:17]=1>O>[F:27][C:25]([F:26])([F:28])[S:22]([C:19]1[CH:20]=[CH:21][C:16]([NH:7][C:4]2[CH:5]=[CH:6][C:1]([NH2:8])=[CH:2][CH:3]=2)=[CH:17][CH:18]=1)(=[O:23])=[O:24] |f:1.2.3|. Reported procedure: A mixture of 0,277 mol of 1,4-benzenediamine, 0,017 mol of methyl 2-hydroxy benzoate and 10 grams of potassium carbonate is stirred for 1 hour at 190° C. Then there are added 0,049 mol of 1-chloro-4-(trifluoromethylsulfonyl)benzene and stirring at 190° C. is continued for 3 hours. The reaction mixture is cooled and stirred in 2000 ml of water. The precipitated product is filtered off, washed with water, dried and crystallized from a mixture of ethanol and water, yielding 2.3 grams of N-[4-(trifl...